Dataset: the Open Reaction Database (ORD), a public repository of structured organic reaction records. Task: describe an organic reaction: reactants, conditions, products, and yield The reactants are C(C1=CC=CC=C1)N1CCC(CC1)NC(CCC=1OC(=NN1)NC1=C(C=C(C=C1)F)F)=O (N-(1-Benzylpiperidin-4-yl)-3-{5-[(2,4-difluorophenyl)amino]-1,3,4-oxadiazol-2-yl}propanamide). Reagents/catalysts: [Pd] (Pd/C). The solvent is C(C)O (ethanol). Product: FC1=C(C=CC(=C1)F)NC1=NN=C(O1)CCC(=O)NC1CCNCC1 (3-{5-[(2,4-difluorophenyl)amino]-1,3,4-oxadiazol-2-yl}-N-piperidin-4-ylpropanamide). Isolated yield 41.5%. RXN SMILES: C([N:8]1[CH2:13][CH2:12][CH:11]([NH:14][C:15](=[O:32])[CH2:16][CH2:17][C:18]2[O:19][C:20]([NH:23][C:24]3[CH:29]=[CH:28][C:27]([F:30])=[CH:26][C:25]=3[F:31])=[N:21][N:22]=2)[CH2:10][CH2:9]1)C1C=CC=CC=1>C(O)C.[Pd]>[F:31][C:25]1[CH:26]=[C:27]([F:30])[CH:28]=[CH:29][C:24]=1[NH:23][C:20]1[O:19][C:18]([CH2:17][CH2:16][C:15]([NH:14][CH:11]2[CH2:12][CH2:13][NH:8][CH2:9][CH2:10]2)=[O:32])=[N:22][N:21]=1. Procedure: N-(1-Benzylpiperidin-4-yl)-3-{5-[(2,4-difluorophenyl)amino]-1,3,4-oxadiazol-2-yl}propanamide (8.14 g, 18.4 mmol) was dissolved in ethanol and hydrogenated over a Pd/C catalyst at 3 bar until the reaction had gone to completion. The reaction mixture was filtered and the filtrate was evaporated to dryness, leaving an off-white solid which was triturated in ether, filtered and then dried in air to leave the subtitle compound (2.68 g, 41%). Reactants: O1CCC(=CC1)O[Si](C)(C)C ((3,6-dihydro-2H-pyran-4-yloxy)trimethylsilane), C[Si](OC(=C)C)(C)C (trimethyl(prop-1-en-2-yloxy)silane), ceric ammonium nitrate, C([O-])(O)=O.[Na+] (sodium bicarbonate), O (water). Solvent: C(C)#N (acetonitrile). Product: O=C(CC1COCCC1=O)C (3-(2-oxopropyl)dihydro-2H-pyran-4(3H)-one). Yield: 46.4%. As a reaction SMILES: [O:1]1[CH2:6][CH:5]=[C:4]([O:7][Si](C)(C)C)[CH2:3][CH2:2]1.C[Si](C)(C)[O:14][C:15]([CH3:17])=[CH2:16].C(=O)(O)[O-].[Na+].O>C(#N)C>[O:14]=[C:15]([CH3:17])[CH2:16][CH:3]1[C:4](=[O:7])[CH2:5][CH2:6][O:1][CH2:2]1 |f:2.3|. Procedure details: (3,6-dihydro-2H-pyran-4-yloxy)trimethylsilane (1.0 g, 5.80 mmol) and trimethyl(prop-1-en-2-yloxy)silane (7.56 g, 58.0 mmol) were added dropwise to a vigorously stirred suspension of ceric ammonium nitrate (6.36 g, 11.61 mmol) and sodium bicarbonate (1.950 g, 23.22 mmol) in dry acetonitrile (40 ml). The resulting mixture was stirred until the orange color disappeared and a thick white precipitate formed. The reaction mixture was then poured into water and extracted with EtOAc. The combined extrac... Reactants: CC(=O)[O-], CC(=O)[O-], OB(O)c1ccnc(Cl)c1, ClCCl, [Cu+2], CC(C)N1CCN(C(=O)c2ccc3[nH]c(C(=O)N4CCC5(CC4)OCCO5)cc3c2)CC1, c1ccncc1. Product: CC(C)N1CCN(C(=O)c2ccc3c(c2)cc(C(=O)N2CCC4(CC2)OCCO4)n3-c2ccnc(Cl)c2)CC1. Reaction SMILES: [C:52]([O-:53])(=[O:54])[CH3:55].[C:57]([O-:58])(=[O:59])[CH3:60].[Cl:33][c:34]1[n:35][cH:36][cH:37][c:38]([B:40]([OH:41])[OH:42])[cH:39]1.[Cl:49][CH2:50][Cl:51].[Cu+2:56].[O:1]1[CH2:2][CH2:3][O:4][C:5]12[CH2:6][CH2:7][N:8]([C:11](=[O:12])[c:13]1[nH:14][c:15]3[cH:16][cH:17][c:18]([C:22](=[O:23])[N:24]4[CH2:25][CH2:26][N:27]([CH:30]([CH3:31])[CH3:32])[CH2:28][CH2:29]4)[cH:19][c:20]3[cH:21]1)[CH2:9][CH2:10]2.[cH:43]1[cH:44][cH:45][n:46][cH:47][cH:48]1>>[O:1]1[CH2:2][CH2:3][O:4][C:5]12[CH2:6][CH2:7][N:8]([C:11](=[O:12])[c:13]1[n:14](-[c:38]3[cH:37][cH:36][n:35][c:34]([Cl:33])[cH:39]3)[c:15]3[cH:16][cH:17][c:18]([C:22](=[O:23])[N:24]4[CH2:25][CH2:26][N:27]([CH:30]([CH3:31])[CH3:32])[CH2:28][CH2:29]4)[cH:19][c:20]3[cH:21]1)[CH2:9][CH2:10]2. The reactants are C1C=CC=C2SC=3C(=C21)C2=CC=CC=C2C3O (benzo[b]indeno[1,2-d]thiophen-6-ol), COC([C@@H](NC(=O)OCC1C2=CC=CC=C2C=2C=CC=CC12)CO)=O (Nα -(9-fluorenylmethoxycarbonyl)-L-serine methyl ester), OS(=O)(=O)O (H2SO4). Reagents/catalysts: FC(C(=O)O)(F)F (trifluoroacetic acid). Yields the product C1=CC=CC=2SC3=C(C21)C2=CC=CC=C2C3OC[C@H](N)C(=O)O (O-(Benzo[b]indeno[1,2-d]thiophen-6-yl)-L-serine). RXN SMILES: [CH2:1]1[C:9]2[C:5]([S:6][C:7]3[C:8]=2[C:10]2[C:15]([C:16]=3[OH:17])=[CH:14][CH:13]=[CH:12][CH:11]=2)=[CH:4][CH:3]=[CH:2]1.C[O:19][C:20](=[O:42])[C@H:21]([CH2:40]O)[NH:22]C(OCC1C2C=CC=CC=2C2C1=CC=CC=2)=O.OS(O)(=O)=O>FC(F)(F)C(O)=O>[CH:1]1[C:9]2[C:8]3[C:10]4[C:15]([CH:16]([O:17][CH2:40][C@@H:21]([C:20]([OH:42])=[O:19])[NH2:22])[C:7]=3[S:6][C:5]=2[CH:4]=[CH:3][CH:2]=1)=[CH:14][CH:13]=[CH:12][CH:11]=4. Procedure: from benzo[b]indeno[1,2-d]thiophen-6-ol (prepared by NaBH4 reduction of benzo[b]indeno[1,2-d]thiophen-9-one (Example i, Starting Fluorenones)) and Nα -(9-fluorenylmethoxycarbonyl)-L-serine methyl ester following method A, using trifluoroacetic acid as catalyst in place of H2SO4.